This data is from the Open Reaction Database (ORD), a public repository of structured organic reaction records. The task is: describe an organic reaction: reactants, conditions, products, and yield Starting materials: [N+](=[N-])=C (diazomethane), [N+](=[N-])=C (diazomethane), C=C(C)C=1N=CC(=NC1)O[C@@H]1C[C@@H]2N(CCN(C2)C(=O)OC(C)(C)C)C1 (tert-butyl (7R,8aS)-7-{[5-(prop-1-en-2-yl)pyrazin-2-yl]oxy}hexahydropyrrolo[1,2-a]pyrazine-2(1H)-carboxylate), solution, [N+](=[N-])=C (diazomethane), C(C)#N (acetonitrile). Reagents/catalysts: C(C)(=O)[O-].[Pd+2].C(C)(=O)[O-] (palladium(II) acetate). Run in O1CCCC1 (tetrahydrofuran), C(C)OCC (diethyl ether), O (water). Reaction conditions: temperature 0 celsius, time 30 minute. The product is CC1(CC1)C=1N=CC(=NC1)O[C@@H]1C[C@@H]2N(CCN(C2)C(=O)OC(C)(C)C)C1 (tert-butyl (7R,8aS)-7-{[5-(1-methylcyclopropyl)pyrazin-2-yl]oxy}-hexahydropyrrolo[1,2-a]pyrazine-2(1H)-carboxylate). As a reaction SMILES: [CH2:1]=[C:2]([C:4]1[N:5]=[CH:6][C:7]([O:10][C@H:11]2[CH2:26][N:14]3[CH2:15][CH2:16][N:17]([C:19]([O:21][C:22]([CH3:25])([CH3:24])[CH3:23])=[O:20])[CH2:18][C@@H:13]3[CH2:12]2)=[N:8][CH:9]=1)[CH3:3].[N+](=[CH2:29])=[N-].C(#N)C>O1CCCC1.C(OCC)C.O.C([O-])(=O)C.[Pd+2].C([O-])(=O)C>[CH3:1][C:2]1([C:4]2[N:5]=[CH:6][C:7]([O:10][C@H:11]3[CH2:26][N:14]4[CH2:15][CH2:16][N:17]([C:19]([O:21][C:22]([CH3:25])([CH3:24])[CH3:23])=[O:20])[CH2:18][C@@H:13]4[CH2:12]3)=[N:8][CH:9]=2)[CH2:29][CH2:3]1 |f:6.7.8|. Procedure: To a solution of the product from Example 202B (40 mg, 0.111 mmol) in anhydrous tetrahydrofuran (1 mL) was added a 0.67 M solution of diazomethane in diethyl ether. The yellow solution was cooled to 0° C., and palladium(II) acetate (1 mg, 4.45 μmol) was added resulting in rapid gas evolution. More diazomethane solution (1 mL) was added dropwise, and the mixture was stirred at 0° C. for 30 minutes. The addition of 1 mL diazomethane solution was repeated several more times at 0° C. while monitorin... The reactants are C(C)OC(=O)C=1C(=NC(=C(C1Cl)[N+](=O)[O-])N1CCN(CC1)C)C (4-chloro-2-methyl-5-nitro-6-[(N-methyl)-piperazino]pyridine-3-carboxylic acid ethyl ester), alcohol, C(C)N (ethylamine). The solvent is C(C)N(CC)CC (triethylamine). Yields the product C(C)OC(=O)C=1C(=NC(=C(C1NCC)[N+](=O)[O-])N1CCN(CC1)C)C (4-Ethylamino-2-methyl-5-nitro-6-[(N-methyl)piperazino]-pyridine-3-carboxylic acid ethyl ester). The yield is 73.0%. Reaction SMILES: [CH2:1]([O:3][C:4]([C:6]1[C:7]([CH3:23])=[N:8][C:9]([N:16]2[CH2:21][CH2:20][N:19]([CH3:22])[CH2:18][CH2:17]2)=[C:10]([N+:13]([O-:15])=[O:14])[C:11]=1Cl)=[O:5])[CH3:2].[CH2:24]([NH2:26])[CH3:25]>C(N(CC)CC)C>[CH2:1]([O:3][C:4]([C:6]1[C:7]([CH3:23])=[N:8][C:9]([N:16]2[CH2:21][CH2:20][N:19]([CH3:22])[CH2:18][CH2:17]2)=[C:10]([N+:13]([O-:15])=[O:14])[C:11]=1[NH:26][CH2:24][CH3:25])=[O:5])[CH3:2]. Procedure details: 32.7 g. of 4-chloro-2-methyl-5-nitro-6-[(N-methyl)-piperazino]pyridine-3-carboxylic acid ethyl ester (0.1 mol.) and 12 g. of triethylamine are treated with stirring in 100 ml. of alcohol at reflux temperature with 6 g. of ethylamine for 1 hour. After this time, the solution is evaporated and dissolved in 100 ml. of ether. The precipitated triethylamine hydrochloride is filtered off and the filtrate cooled to -30°. 4-Ethylamino-2-methyl-5-nitro-6-[(N-methyl)piperazino]-pyridine-3-carboxylic acid ... The reactants are CC1CCC=2NC3=CC=C(C=C3C2C1)C (3,6-dimethyl-1,2,3,4,-tetrahydrocarbazole), C(C)(=O)OCC (ethyl acetate). The reagents and catalysts are [Pd] (palladium on charcoal). Run in C=1(C(=CC=CC1)C)C (xylene). Conditions: temperature 150 celsius. Yields the product CC=1C=CC=2NC3=CC=C(C=C3C2C1)C (3,6-dimethylcarbazole). The yield is 93.4%. RXN SMILES: [CH3:1][CH:2]1[CH2:14][C:13]2[C:12]3[C:7](=[CH:8][CH:9]=[C:10]([CH3:15])[CH:11]=3)[NH:6][C:5]=2[CH2:4][CH2:3]1.C(OCC)(=O)C>[Pd].C1(C)C(C)=CC=CC=1>[CH3:1][C:2]1[CH:3]=[CH:4][C:5]2[NH:6][C:7]3[C:12]([C:13]=2[CH:14]=1)=[CH:11][C:10]([CH3:15])=[CH:9][CH:8]=3. Reported procedure: A mixture of 12.0 g (60.3 mmol) of 3,6-dimethyl-1,2,3,4,-tetrahydrocarbazole and 3.6 g of 10% palladium on charcoal (46-190, Strem Chemicals, Danvers, Mass.) in 120 ml xylene was refluxed vigorously (150° C) overnight. Addition of 200 ml of ethyl acetate, filtration of the cooled mixture through Celite 545 and evaporation of solvents gave 11.0 g (94%) of 3,6-dimethylcarbazole, mp 218°-21° C (lit. mp 217°-18° C). The product is CCC(=O)Nc1cncc(Br)c1. Reaction SMILES: [CH2:16]([Cl:17])[CH2:18][Cl:19].[CH3:1][CH2:2][C:3]([OH:4])=[O:5].[CH3:29][N:30]1[CH2:31][CH2:32][O:33][CH2:34][CH2:35]1.[ClH:20].[NH2:21][c:22]1[cH:23][n:24][cH:25][c:26]([Br:28])[cH:27]1.[O:36]=[CH:37][N:38]([CH3:39])[CH3:40].[OH:6][n:7]1[c:8]2[c:9]([cH:10][cH:11][cH:12][cH:13]2)[n:14][n:15]1>>[CH3:1][CH2:2][C:3](=[O:5])[NH:21][c:22]1[cH:23][n:24][cH:25][c:26]([Br:28])[cH:27]1. Reactants: ClCCCl, CCC(=O)O, CN1CCOCC1, Cl, Nc1cncc(Br)c1, CN(C)C=O, On1nnc2ccccc21. Starting materials: [OH-].[Na+] (sodium hydroxide), S(=O)([O-])[O-].[Na+].[Na+] (sodium sulfite), NC=1C=C(C(=O)C2=CC=C(C=C2)Cl)C=CC1 (3-amino-4'-chlorobenzophenone), [OH-].[Na+] (sodium hydroxide), aqueous solution, NC=1C=C(C=CC1)O (m-aminophenol). The solvent is CS(=O)C (dimethylsulfoxide), C1(=CC=CC=C1)C (toluene), O (water). Conditions: temperature 50 celsius. The product is NC=1C=C(C(=O)C2=CC=C(C=C2)OC2=CC(=CC=C2)N)C=CC1 (3-Amino-4'-(M-Aminophenoxy) Benzophenone). The yield is 74.7%. As a reaction SMILES: [NH2:1][C:2]1[CH:3]=[C:4]([OH:8])[CH:5]=[CH:6][CH:7]=1.[OH-].[Na+].[NH2:11][C:12]1[CH:13]=[C:14]([CH:24]=[CH:25][CH:26]=1)[C:15]([C:17]1[CH:22]=[CH:21][C:20](Cl)=[CH:19][CH:18]=1)=[O:16].S([O-])([O-])=O.[Na+].[Na+]>CS(C)=O.C1(C)C=CC=CC=1.O>[NH2:11][C:12]1[CH:13]=[C:14]([CH:24]=[CH:25][CH:26]=1)[C:15]([C:17]1[CH:22]=[CH:21][C:20]([O:8][C:4]2[CH:5]=[CH:6][CH:7]=[C:2]([NH2:1])[CH:3]=2)=[CH:19][CH:18]=1)=[O:16] |f:1.2,4.5.6|. Procedure: A solution of m-aminophenol 25 g (0.23 mol.) in 160 ml of dimethylsulfoxide and 190 ml of toluene was degassed for 30 minutes by bubbling nitrogen. The temperature was raised to 50° C. and 9.16 g (0.23 mol) of sodium hydroxide as 50% aqueous solution was added. The reaction temperature was slowly raised to 110° C. (oil bath 140° C.) and water was distilled off via toluene-water azeotrope. After all the water was distilled off, the toluene was distilled off till the reaction temperature reached 1... The reactants are Cc1c(N)cccc1Br, CC(C)(C)[O-], CS(C)=O, Cc1ccnc(F)c1, [K+]. Product: Cc1ccnc(Nc2cccc(Br)c2C)c1. RXN SMILES: [Br:1][c:2]1[c:3]([CH3:9])[c:4]([NH2:5])[cH:6][cH:7][cH:8]1.[CH3:18][C:19]([CH3:20])([O-:21])[CH3:22].[CH3:24][S:25]([CH3:26])=[O:27].[F:10][c:11]1[n:12][cH:13][cH:14][c:15]([CH3:17])[cH:16]1.[K+:23]>>[Br:1][c:2]1[c:3]([CH3:9])[c:4]([NH:5][c:11]2[n:12][cH:13][cH:14][c:15]([CH3:17])[cH:16]2)[cH:6][cH:7][cH:8]1. The reactants are O=C1CCC(=O)N1Br, O=C(OOC(=O)c1ccccc1)c1ccccc1, ClC(Cl)(Cl)Cl, CCOC(=O)C=C(C)Oc1cccc(OC)c1OC. The product is CCOC(=O)C=C(CBr)Oc1cccc(OC)c1OC. As a reaction SMILES: [Br:20][N:21]1[C:22](=[O:23])[CH2:24][CH2:25][C:26]1=[O:27].[C:28]([O:29][O:30][C:31](=[O:32])[c:33]1[cH:34][cH:35][cH:36][cH:37][cH:38]1)(=[O:39])[c:40]1[cH:41][cH:42][cH:43][cH:44][cH:45]1.[C:46]([Cl:47])([Cl:48])([Cl:49])[Cl:50].[CH2:1]([CH3:2])[O:3][C:4]([CH:5]=[C:6]([CH3:7])[O:8][c:9]1[c:10]([O:17][CH3:18])[c:11]([O:15][CH3:16])[cH:12][cH:13][cH:14]1)=[O:19]>>[CH2:1]([CH3:2])[O:3][C:4]([CH:5]=[C:6]([CH2:7][Br:20])[O:8][c:9]1[c:10]([O:17][CH3:18])[c:11]([O:15][CH3:16])[cH:12][cH:13][cH:14]1)=[O:19]. The reactants are C1(=CC=CC=C1)S(=O)(=O)N1C(=CC2=NC(=CC=C21)N(NC(=O)OC(C)(C)C)C(=O)OC(C)(C)C)C(F)(F)F (Di-tert-butyl 1-[1-(phenylsulfonyl)-2-(trifluoromethyl)-1H-pyrrolo[3,2-b]pyridin-5-yl]hydrazine-1,2-dicarboxylate), C(C)(=O)O (acetic acid). Product: CC1=NN=C2N1C1=C(C=C2)NC(=C1)C(F)(F)F (1-Methyl-7-(trifluoromethyl)-6H-pyrrolo[2,3-e][1,2,4]triazolo[4,3-a]pyridine). As a reaction SMILES: C1(S([N:10]2[C:18]3[C:13](=[N:14][C:15]([N:19](C(OC(C)(C)C)=O)[NH:20][C:21](OC(C)(C)C)=O)=[CH:16][CH:17]=3)[CH:12]=[C:11]2[C:35]([F:38])([F:37])[F:36])(=O)=O)C=CC=CC=1.[C:39](O)(=O)C>>[CH3:39][C:21]1[N:14]2[C:13]3[CH:12]=[C:11]([C:35]([F:38])([F:37])[F:36])[NH:10][C:18]=3[CH:17]=[CH:16][C:15]2=[N:19][N:20]=1. Procedure: A solution of di-tert-butyl 1-[1-(phenylsulfonyl)-2-(trifluoro methyl)-1H-pyrrolo[3,2-b]pyridin-5-yl]hydrazine-1,2-dicarboxylate (0.66 g, 1.2 mmol, from Step 3) in acetic acid (20 mL) was heated at 180° C. for 5 minutes in the microwave. The acetic acid was removed in vacuo. The residue was dissolved in EtOAc and washed with an additional NaHCO3 solution. The organic layer was dried over sodium sulfate, filtered and concentrated. The product was purified by flash chromatography, eluting with a g...